From a dataset of the Open Reaction Database (ORD), a public repository of structured organic reaction records. describe an organic reaction: reactants, conditions, products, and yield The reactants are CC(C)(C)[S@@](=O)\N=C\C=1C=C2CC[C@@H](CC2=CC1)NC(C1=CC=C(C=C1)OC[C@H]1OCCC1)=O (N-((S)-6-{[(E)-(R)-2-methylpropane-2-sulfinylimino]methyl}-1,2,3,4-tetrahydronaphthalen-2-yl)-4-[(S)-1-(tetrahydrofuran-2-yl)methoxy]benzamide), C(C)OCC (diethyl ether), ClCCl (dichloromethane), C[Mg]Br (methylmagnesium bromide). The solvent is O (water). Conditions: time 5 hour. The product is CC(C)(C)[S@@](=O)N[C@@H](C)C=1C=C2CC[C@@H](CC2=CC1)NC(C1=CC=C(C=C1)OC[C@H]1OCCC1)=O (N-{(S)-6-[(S)-1-((R)-2-Methylpropane-2-sulfinylamino)ethyl]-1,2,3,4-tetrahydro-naphthalen-2-yl}-4-[(S)-1-(tetrahydrofuran-2-yl)methoxy]benzamide). Reaction SMILES: [CH3:1][C:2]([S@:5](/[N:7]=[CH:8]/[C:9]1[CH:10]=[C:11]2[C:16](=[CH:17][CH:18]=1)[CH2:15][C@@H:14]([NH:19][C:20](=[O:34])[C:21]1[CH:26]=[CH:25][C:24]([O:27][CH2:28][C@@H:29]3[CH2:33][CH2:32][CH2:31][O:30]3)=[CH:23][CH:22]=1)[CH2:13][CH2:12]2)=[O:6])([CH3:4])[CH3:3].[CH2:35](OCC)C.ClCCl.C[Mg]Br>O>[CH3:4][C:2]([S@:5]([NH:7][C@H:8]([C:9]1[CH:10]=[C:11]2[C:16](=[CH:17][CH:18]=1)[CH2:15][C@@H:14]([NH:19][C:20](=[O:34])[C:21]1[CH:22]=[CH:23][C:24]([O:27][CH2:28][C@@H:29]3[CH2:33][CH2:32][CH2:31][O:30]3)=[CH:25][CH:26]=1)[CH2:13][CH2:12]2)[CH3:35])=[O:6])([CH3:1])[CH3:3]. Reported procedure: A suspension, cooled to −45° C., of N-((S)-6-{[(E)-(R)-2-methylpropane-2-sulfinylimino]methyl}-1,2,3,4-tetrahydronaphthalen-2-yl)-4-[(S)-1-(tetrahydrofuran-2-yl)methoxy]benzamide (0.34 g), diethyl ether (15 ml) and dichloromethane (15 ml) was admixed with methylmagnesium bromide (1.1 ml; 1.4 M in toluene). After warming to room temperature, the mixture was stirred for another 5 hours. The reaction mixture was hydrolyzed cautiously with water and extracted with ethyl acetate. The organic phase wa... Reactants: C(CCC)OCCOC1=CC=C(C=C1)C=1C=CC2=C(C=C(CCN2CC2=CC(=CC=C2)OCCC)C(=O)OC)C1 (methyl 7-(4-butoxyethoxyphenyl)-1-(3-propoxybenzyl)-2,3-dihydro-1-benzazepine-4-carboxylate), Cl (hydrochloric acid), [OH-].[Na+] (sodium hydroxide), O (water). Solvent: O1CCCC1 (tetrahydrofuran), CO (methanol). Reaction conditions: time 4 day. Product: C(CCC)OCCOC1=CC=C(C=C1)C=1C=CC2=C(C=C(CCN2CC2=CC(=CC=C2)OCCC)C(=O)O)C1 (7-(4-butoxyethoxyphenyl)-1-(3-propoxybenzyl)-2,3-dihydro-1-benzazepine-4-carboxylic acid). Isolated yield 76.7%. RXN SMILES: [CH2:1]([O:5][CH2:6][CH2:7][O:8][C:9]1[CH:14]=[CH:13][C:12]([C:15]2[CH:16]=[CH:17][C:18]3[N:24]([CH2:25][C:26]4[CH:31]=[CH:30][CH:29]=[C:28]([O:32][CH2:33][CH2:34][CH3:35])[CH:27]=4)[CH2:23][CH2:22][C:21]([C:36]([O:38]C)=[O:37])=[CH:20][C:19]=3[CH:40]=2)=[CH:11][CH:10]=1)[CH2:2][CH2:3][CH3:4].[OH-].[Na+].O.Cl>O1CCCC1.CO>[CH2:1]([O:5][CH2:6][CH2:7][O:8][C:9]1[CH:10]=[CH:11][C:12]([C:15]2[CH:16]=[CH:17][C:18]3[N:24]([CH2:25][C:26]4[CH:31]=[CH:30][CH:29]=[C:28]([O:32][CH2:33][CH2:34][CH3:35])[CH:27]=4)[CH2:23][CH2:22][C:21]([C:36]([OH:38])=[O:37])=[CH:20][C:19]=3[CH:40]=2)=[CH:13][CH:14]=1)[CH2:2][CH2:3][CH3:4] |f:1.2|. Reported procedure: To a solution of methyl 7-(4-butoxyethoxyphenyl)-1-(3-propoxybenzyl)-2,3-dihydro-1-benzazepine-4-carboxylate (412 mg) in a mixture of tetrahydrofuran (24 ml) and methanol (24 ml) was added 1N sodium hydroxide solution (8 ml), and the mixture was stirred at room temperature for 4 days. Then, to the mixture was added water at 0° C., and 1N hydrochloric acid was further added to make acidic (pH=4), and the mixture was extracted with ethyl acetate. The organic layer was washed with water and saturat...